Dataset: the Open Reaction Database (ORD), a public repository of structured organic reaction records. Task: describe an organic reaction: reactants, conditions, products, and yield The reactants are OO (hydrogen peroxide), Cl (hydrochloric acid), C(C1=CC=CC=C1)[C@@H]1N(C(OC1)=O)C(C[C@@H](C1=CC=C(C=C1)OCC(C)OC1=CC=C(C=C1)C(F)(F)F)C1=NOC=C1)=O ((S)-4-Benzyl-3-((S)-3-(isoxazol-3-yl)-3-(4-(2-(4-(trifluoromethyl)phenoxy)propoxy)phenyl)propanoyl)oxazolidin-2-one), C1CCOC1 (THF), [OH-].[Li+] (lithium hydroxide). Run in O (water). Reaction conditions: time 1 hour. Yields the product O1N=C(C=C1)[C@@H](CC(=O)O)C1=CC=C(C=C1)OCC(C)OC1=CC=C(C=C1)C(F)(F)F ((S)-3-(Isoxazol-3-yl)-3-(4-(2-(4-(trifluoromethyl)phenoxy)propoxy)phenyl)propanoic acid). As a reaction SMILES: C([C@H]1COC(=O)N1C(=O)[CH2:15][C@H:16]([C:38]1[CH:42]=[CH:41][O:40][N:39]=1)[C:17]1[CH:22]=[CH:21][C:20]([O:23][CH2:24][CH:25]([O:27][C:28]2[CH:33]=[CH:32][C:31]([C:34]([F:37])([F:36])[F:35])=[CH:30][CH:29]=2)[CH3:26])=[CH:19][CH:18]=1)C1C=CC=CC=1.[OH:44]O.[OH-].[Li+].Cl.C1[CH2:53][O:52]CC1>O>[O:40]1[CH:41]=[CH:42][C:38]([C@H:16]([C:17]2[CH:18]=[CH:19][C:20]([O:23][CH2:24][CH:25]([O:27][C:28]3[CH:29]=[CH:30][C:31]([C:34]([F:36])([F:35])[F:37])=[CH:32][CH:33]=3)[CH3:26])=[CH:21][CH:22]=2)[CH2:15][C:53]([OH:52])=[O:44])=[N:39]1 |f:2.3|. Procedure: To a solution of the oxazolidinone (48.2) (39.0 mg, 0.066 mmol) dissolved in THF (3 mL), was added a 30% hydrogen peroxide solution (74 μL, 0.66 mmol) followed by a 2 M lithium hydroxide solution (160 μL, 0.33 mmol). The resulting slurry was stirred for one hour. The reaction mixture was then diluted with water and acidified with hydrochloric acid to pH ˜3. The mixture was then extracted with EtOAc (1×20 mL), and the organic layer was washed with an acidic sodium sulfite solution (2×15 mL) and b...